Dataset: the Open Reaction Database (ORD), a public repository of structured organic reaction records. Task: describe an organic reaction: reactants, conditions, products, and yield The reactants are CN1CC2=CC(=CC=C2C(C1)(C)C)N (2,4,4-trimethyl-1,2,3,4-tetrahydro-7-isoquinolinamine), ClC1=NC=CC(=N1)C=1C(=NN2C1C=CC=C2)C=2C=C(C=CC2)NC(C2=C(C=CC=C2F)F)=O (N-{3-[3-(2-chloro-4-pyrimidinyl)pyrazolo[1,5-a]pyridin-2-yl]phenyl}-2,6-difluorobenzamide). Product: NC1CC2=CC=C(C=C2C1)NC1=NC=CC(=N1)C=1C(=NN2C1C=CC=C2)C=2C=C(C=CC2)NC(C2=C(C=CC=C2F)F)=O (N-[3-(3-{2-[(2-Amino-2,3-dihydro-1H-inden-5-yl)amino]-4-pyrimidinyl}pyrazolo[1,5-a]pyridin-2-yl)phenyl]-2,6-difluorobenzamide). As a reaction SMILES: C[N:2]1[CH2:11][C:10](C)(C)[C:9]2[C:4](=[CH:5][C:6]([NH2:14])=[CH:7][CH:8]=2)[CH2:3]1.Cl[C:16]1[N:21]=[C:20]([C:22]2[C:23]([C:31]3[CH:32]=[C:33]([NH:37][C:38](=[O:47])[C:39]4[C:44]([F:45])=[CH:43][CH:42]=[CH:41][C:40]=4[F:46])[CH:34]=[CH:35][CH:36]=3)=[N:24][N:25]3[CH:30]=[CH:29][CH:28]=[CH:27][C:26]=23)[CH:19]=[CH:18][N:17]=1>>[NH2:2][CH:11]1[CH2:3][C:4]2[C:9](=[CH:8][CH:7]=[C:6]([NH:14][C:16]3[N:21]=[C:20]([C:22]4[C:23]([C:31]5[CH:32]=[C:33]([NH:37][C:38](=[O:47])[C:39]6[C:40]([F:46])=[CH:41][CH:42]=[CH:43][C:44]=6[F:45])[CH:34]=[CH:35][CH:36]=5)=[N:24][N:25]5[CH:30]=[CH:29][CH:28]=[CH:27][C:26]=45)[CH:19]=[CH:18][N:17]=3)[CH:5]=2)[CH2:10]1. Reported procedure: The title compound was prepared following a procedure similar to the Example 177, Step C, from 2,4,4-trimethyl-1,2,3,4-tetrahydro-7-isoquinolinamine (50 mg, 0.26 mmol) (synthesized as described in patent WO 0009486, p. 18) and N-{3-[3-(2-chloro-4-pyrimidinyl)pyrazolo[1,5-a]pyridin-2-yl]phenyl}-2,6-difluorobenzamide (101 mg, 0.22 mmol, prepared according to a procedure similar to that described in Example 27, Step C). ESIMS (M+H)+=616.32. Reactants: COC=1C(C=2CC(CC2C(C1OC)=O)CCCCOC1=CC=C(C(=O)O)C=C1)=O (4-[4-(5,6-dimethoxy-4,7-dioxoindan-2-yl)butoxy]benzoic acid), Cl.C1(=CC=CC=C1)C1CCNCC1 (4-phenylpiperidinehydrochloride), Cl.C(C)N=C=NCCCN(C)C (1-ethyl-3-(3-dimethylaminopropyl)carbodiimide hydrochloride), O.ON1N=NC2=C1C=CC=C2 (1-hydroxybenzotriazole monohydrate). Run in O (water), C1CCOC1 (THF), C(C)N(CC)CC (triethylamine). The product is COC=1C(C=2CC(CC2C(C1OC)=O)CCCCOC1=CC=C(C=C1)C(=O)N1CCC(CC1)C1=CC=CC=C1)=O (5,6-Dimethoxy-2-[4-[4-[(4-phenylpiperidino)carbonyl]phenoxy]butyl]indan-4,7-dione). Isolated yield 56.7%. RXN SMILES: [CH3:1][O:2][C:3]1[C:4](=[O:29])[C:5]2[CH2:6][CH:7]([CH2:15][CH2:16][CH2:17][CH2:18][O:19][C:20]3[CH:28]=[CH:27][C:23]([C:24](O)=[O:25])=[CH:22][CH:21]=3)[CH2:8][C:9]=2[C:10](=[O:14])[C:11]=1[O:12][CH3:13].Cl.[C:31]1([CH:37]2[CH2:42][CH2:41][NH:40][CH2:39][CH2:38]2)[CH:36]=[CH:35][CH:34]=[CH:33][CH:32]=1.Cl.C(N=C=NCCCN(C)C)C.O.ON1C2C=CC=CC=2N=N1>O.C1COCC1.C(N(CC)CC)C>[CH3:1][O:2][C:3]1[C:4](=[O:29])[C:5]2[CH2:6][CH:7]([CH2:15][CH2:16][CH2:17][CH2:18][O:19][C:20]3[CH:21]=[CH:22][C:23]([C:24]([N:40]4[CH2:41][CH2:42][CH:37]([C:31]5[CH:36]=[CH:35][CH:34]=[CH:33][CH:32]=5)[CH2:38][CH2:39]4)=[O:25])=[CH:27][CH:28]=3)[CH2:8][C:9]=2[C:10](=[O:14])[C:11]=1[O:12][CH3:13] |f:1.2,3.4,5.6|. Procedure details: To a solution of 4-[4-(5,6-dimethoxy-4,7-dioxoindan-2-yl)butoxy]benzoic acid (626 mg), 4-phenylpiperidinehydrochloride (617 mg), 1-ethyl-3-(3-dimethylaminopropyl)carbodiimide hydrochloride (598 mg), 1-hydroxybenzotriazole monohydrate (478 mg), triethylamine (1.30 ml), and THF (12 ml) was stirred at room temperature for 6 hr. The reaction mixture was diluted with water and extracted with ethyl acetate. The organic layer was washed with water, 1N hydrochloric acid, water, saturated aqueous sodium ... Reactants: Cc1ccc(COc2ccn(CCc3ccc(CBr)cc3)c(=O)c2)nc1, C1CCNC1, CN(C)C=O. Product: Cc1ccc(COc2ccn(CCc3ccc(CN4CCCC4)cc3)c(=O)c2)nc1. RXN SMILES: [Br:1][CH2:2][c:3]1[cH:4][cH:5][c:6]([CH2:9][CH2:10][n:11]2[c:12](=[O:26])[cH:13][c:14]([O:17][CH2:18][c:19]3[n:20][cH:21][c:22]([CH3:25])[cH:23][cH:24]3)[cH:15][cH:16]2)[cH:7][cH:8]1.[CH2:27]1[CH2:28][CH2:29][NH:30][CH2:31]1.[O:32]=[CH:33][N:34]([CH3:35])[CH3:36]>>[CH2:2]([c:3]1[cH:4][cH:5][c:6]([CH2:9][CH2:10][n:11]2[c:12](=[O:26])[cH:13][c:14]([O:17][CH2:18][c:19]3[n:20][cH:21][c:22]([CH3:25])[cH:23][cH:24]3)[cH:15][cH:16]2)[cH:7][cH:8]1)[N:30]1[CH2:29][CH2:28][CH2:27][CH2:31]1. Procedure: To a solution of 66.62A (0.39 g, 1.1 mmol) in DMF (5 mL), was added NaH (0.034 g, 1.4 mmol). The mixture was stirred at room temperature for 10 minutes and then iodomethane (0.20 mL, 3.2 mmol) was added. The mixture was stirred at room temperature for 60 minutes and then it was diluted with EtOAc, washed with water and brine, and dried over anhydrous Na2SO4. After removing solvent, the residue was purified by flash chromatography (silica gel, 1:9 EtOAc/hexane) and gave 66.62B, colorless oil, in ... The product is CC(C(OC)C1=C(C=CC(=C1)C(=O)OC)C1=C(C=CC(=C1)OC)F)(CC)C (Methyl 2-(2,2-dimethyl-1-(methyloxy)butyl)-2′-fluoro-5′-(methyloxy)-1,1′-biphenyl-4-carboxylate). Run at time 10 minute. RXN SMILES: [F:1][C:2]1[CH:7]=[CH:6][C:5]([O:8][CH3:9])=[CH:4][C:3]=1[C:10]1[CH:15]=[CH:14][C:13]([C:16]([O:18][CH3:19])=[O:17])=[CH:12][C:11]=1[CH:20]([OH:26])[C:21]([CH3:25])([CH3:24])[CH2:22][CH3:23].[H-].[Na+].I[CH3:30]>CN(C=O)C.CCOC(C)=O>[CH3:24][C:21]([CH3:25])([CH2:22][CH3:23])[CH:20]([C:11]1[CH:12]=[C:13]([C:16]([O:18][CH3:19])=[O:17])[CH:14]=[CH:15][C:10]=1[C:3]1[CH:4]=[C:5]([O:8][CH3:9])[CH:6]=[CH:7][C:2]=1[F:1])[O:26][CH3:30] |f:1.2|. Isolated yield 64.0%. Run in CCOC(=O)C (EtOAc), CN(C)C=O (DMF). Starting materials: FC1=C(C=C(C=C1)OC)C1=C(C=C(C=C1)C(=O)OC)C(C(CC)(C)C)O (Methyl 2′-fluoro-2-(1-hydroxy-2,2-dimethylbutyl)-5′-(methyloxy)-1,1′-biphenyl-4-carboxylate), [H-].[Na+] (NaH), IC (iodomethane).